From a dataset of the Open Reaction Database (ORD), a public repository of structured organic reaction records. describe an organic reaction: reactants, conditions, products, and yield Reactants: O=C(N=C=S)c1ccccc1, C1CCOC1, COc1cccc(-c2cccc(C3(N)CC(O[Si](C)(C)C(C)(C)C)CC3CO)c2)c1. The product is COc1cccc(-c2cccc(C3(NC(=S)NC(=O)c4ccccc4)CC(O[Si](C)(C)C(C)(C)C)CC3CO)c2)c1. Reaction SMILES: [C:31]([c:32]1[cH:33][cH:34][cH:35][cH:36][cH:37]1)(=[O:38])[N:39]=[C:40]=[S:41].[CH2:42]1[O:43][CH2:44][CH2:45][CH2:46]1.[NH2:1][C:2]1([c:17]2[cH:18][c:19](-[c:23]3[cH:24][c:25]([O:29][CH3:30])[cH:26][cH:27][cH:28]3)[cH:20][cH:21][cH:22]2)[CH:3]([CH2:15][OH:16])[CH2:4][CH:5]([O:7][Si:8]([CH3:9])([CH3:10])[C:11]([CH3:12])([CH3:13])[CH3:14])[CH2:6]1>>[NH:1]([C:2]1([c:17]2[cH:18][c:19](-[c:23]3[cH:24][c:25]([O:29][CH3:30])[cH:26][cH:27][cH:28]3)[cH:20][cH:21][cH:22]2)[CH:3]([CH2:15][OH:16])[CH2:4][CH:5]([O:7][Si:8]([CH3:9])([CH3:10])[C:11]([CH3:12])([CH3:13])[CH3:14])[CH2:6]1)[C:40]([NH:39][C:31]([c:32]1[cH:33][cH:34][cH:35][cH:36][cH:37]1)=[O:38])=[S:41]. The reactants are Cn1cc(-c2ccc3nc(N4CC(O)C4)sc3c2)cn1, CS(C)=O, CC(C)=O, CCOCC. The product is Cn1cc(-c2ccc3nc(N4CC(=O)C4)sc3c2)cn1. Reaction SMILES: [CH3:1][n:2]1[n:3][cH:4][c:5](-[c:7]2[cH:8][c:9]3[c:10]([n:11][c:12]([N:14]4[CH2:15][CH:16]([OH:18])[CH2:17]4)[s:13]3)[cH:19][cH:20]2)[cH:6]1.[CH3:21][S:22]([CH3:23])=[O:24].[CH3:25][C:26]([CH3:27])=[O:28].[CH3:29][CH2:30][O:31][CH2:32][CH3:33]>>[CH3:1][n:2]1[n:3][cH:4][c:5](-[c:7]2[cH:8][c:9]3[c:10]([n:11][c:12]([N:14]4[CH2:15][C:16](=[O:18])[CH2:17]4)[s:13]3)[cH:19][cH:20]2)[cH:6]1. The reactants are FC(C(=O)O)(F)F.ClC1=CN=C(C2=CC(=CC=C12)S(=O)(=O)N(CC(=O)O)C1=CC=CC=C1)NC(=N)N (N-[(4-Chloro-1-guanidino-7-isoquinolinyl)sulphonyl]-N-phenylglycine trifluoroacetate), Cl.NC(=N)N (guanidine hydrochloride), C(C)(C)(C)OC(CN(C1=CC=CC=C1)S(=O)(=O)C1=CC=C2C(=CN=C(C2=C1)Cl)Cl)=O (N-[(1,4-Dichloro-7-isoquinolinyl)sulphonyl]-N-phenylglycine t-butyl ester). Solvent: COCCOC (DME). Conditions: temperature 60 celsius. Yields the product C(C)(C)(C)OC(CN(C1=CC=CC=C1)S(=O)(=O)C1=CC=C2C(=CN=C(C2=C1)NC(=N)N)Cl)=O (N-[(4-chloro-1-guanidino-7-isoquinolinyl)sulphonyl]-N-phenylglycine t-butyl ester). Yield: 13.3%. Reaction SMILES: FC(F)(F)C(O)=O.[Cl:8][C:9]1[C:18]2[C:13](=[CH:14][C:15]([S:19]([N:22]([C:27]3[CH:32]=[CH:31][CH:30]=[CH:29][CH:28]=3)[CH2:23][C:24]([OH:26])=[O:25])(=[O:21])=[O:20])=[CH:16][CH:17]=2)[C:12]([NH:33][C:34]([NH2:36])=[NH:35])=[N:11][CH:10]=1.Cl.NC(N)=N.[C:42](OC(=O)CN(S(C1C=C2C(C(Cl)=CN=C2Cl)=CC=1)(=O)=O)C1C=CC=CC=1)([CH3:45])([CH3:44])[CH3:43]>COCCOC>[C:42]([O:25][C:24](=[O:26])[CH2:23][N:22]([S:19]([C:15]1[CH:14]=[C:13]2[C:18]([C:9]([Cl:8])=[CH:10][N:11]=[C:12]2[NH:33][C:34]([NH2:36])=[NH:35])=[CH:17][CH:16]=1)(=[O:20])=[O:21])[C:27]1[CH:32]=[CH:31][CH:30]=[CH:29][CH:28]=1)([CH3:45])([CH3:44])[CH3:43] |f:0.1,2.3|. Reported procedure: N-[(4-Chloro-1-guanidino-7-isoquinolinyl)sulphonyl]-N-phenylglycine trifluoroacetate ##STR16## NaH (32 mg, 80% dispersion by wt in mineral oil, 1.07 mmol) was added in one portion to a stirred suspension of guanidine hydrochloride (164 mg, 1.71 mmol) in DME (5.0 mL) and the mixture was heated at 60° C. under N2 for 30 min. N-[(1,4-Dichloro-7-isoquinolinyl)sulphonyl]-N-phenylglycine t-butyl ester (200 mg, 0.43 mmol) was added and the mixture heated at 95° C. for 6 h. The solvents were evaporated ...